Task: describe an organic reaction: reactants, conditions, products, and yield. Dataset: the Open Reaction Database (ORD), a public repository of structured organic reaction records The reactants are SCc1ccccc1, CCC(=O)O, Cc1ccccc1, S=P12SP3(=S)SP(=S)(S1)SP(=S)(S2)S3. The product is CCC(=S)SCc1ccccc1. RXN SMILES: [CH2:6]([c:7]1[cH:8][cH:9][cH:10][cH:11][cH:12]1)[SH:13].[CH3:1][CH2:2][C:3](=[O:4])[OH:5].[CH3:28][c:29]1[cH:30][cH:31][cH:32][cH:33][cH:34]1.[P:14]12(=[S:15])[S:16][P:17]3(=[S:27])[S:18][P:19](=[S:25])([S:20][P:21](=[S:24])([S:22]3)[S:23]1)[S:26]2>>[CH3:1][CH2:2][C:3]([S:13][CH2:6][c:7]1[cH:8][cH:9][cH:10][cH:11][cH:12]1)=[S:15].